This data is from the Open Reaction Database (ORD), a public repository of structured organic reaction records. The task is: describe an organic reaction: reactants, conditions, products, and yield Starting materials: O=C([O-])[O-], CCC1(C)CC(NC(=O)c2ccccc2)C(C)C(C)(CC)N1, BrCc1ccccc1, Cc1ccccc1, [I-], [K+], [K+], [K+], O=S1(=O)CCCC1. Yields the product CCC1(C)CC(NC(=O)c2ccccc2)C(C)C(C)(CC)N1Cc1ccccc1. RXN SMILES: [C:33](=[O:34])([O-:35])[O-:36].[CH2:1]([CH3:2])[C:3]1([CH3:22])[NH:4][C:5]([CH3:19])([CH2:20][CH3:21])[CH2:6][CH:7]([NH:10][C:11]([c:12]2[cH:13][cH:14][cH:15][cH:16][cH:17]2)=[O:18])[CH:8]1[CH3:9].[CH2:23]([c:24]1[cH:25][cH:26][cH:27][cH:28][cH:29]1)[Br:30].[CH3:46][c:47]1[cH:48][cH:49][cH:50][cH:51][cH:52]1.[I-:32].[K+:31].[K+:37].[K+:38].[S:39]1(=[O:40])(=[O:41])[CH2:42][CH2:43][CH2:44][CH2:45]1>>[CH2:1]([CH3:2])[C:3]1([CH3:22])[N:4]([CH2:23][c:24]2[cH:25][cH:26][cH:27][cH:28][cH:29]2)[C:5]([CH3:19])([CH2:20][CH3:21])[CH2:6][CH:7]([NH:10][C:11]([c:12]2[cH:13][cH:14][cH:15][cH:16][cH:17]2)=[O:18])[CH:8]1[CH3:9]. Reactants: ice, C(C1=CC=CC=C1)OC(=O)N1[C@@H](C2=CC=CC=C2CC1)C1=C(C=CC(=C1)Cl)OCC(=O)OCC ((S)-1-(5-chloro-2-ethoxycarbonylmethoxy-phenyl)-3,4-dihydro-1H-isoquinoline-2-carboxylic acid benzyl ester), NO (hydroxylamine). Run in C(C)(C)O (isopropanol). Reaction conditions: time 18 hour. Product: C(C1=CC=CC=C1)OC(=O)N1[C@@H](C2=CC=CC=C2CC1)C1=C(C=CC(=C1)Cl)OCC(NO)=O ((S)-1-(5-Chloro-2-hydroxycarbamoylmethoxy-phenyl)-3,4-dihydro-1H-isoquinoline-2-carboxylic acid benzyl ester). RXN SMILES: [CH2:1]([O:8][C:9]([N:11]1[CH2:20][CH2:19][C:18]2[C:13](=[CH:14][CH:15]=[CH:16][CH:17]=2)[C@H:12]1[C:21]1[CH:26]=[C:25]([Cl:27])[CH:24]=[CH:23][C:22]=1[O:28][CH2:29][C:30]([O:32]CC)=O)=[O:10])[C:2]1[CH:7]=[CH:6][CH:5]=[CH:4][CH:3]=1.[NH2:35][OH:36]>C(O)(C)C>[CH2:1]([O:8][C:9]([N:11]1[CH2:20][CH2:19][C:18]2[C:13](=[CH:14][CH:15]=[CH:16][CH:17]=2)[C@H:12]1[C:21]1[CH:26]=[C:25]([Cl:27])[CH:24]=[CH:23][C:22]=1[O:28][CH2:29][C:30](=[O:32])[NH:35][OH:36])=[O:10])[C:2]1[CH:7]=[CH:6][CH:5]=[CH:4][CH:3]=1. Reported procedure: To an ice-cooled solution of (S)-1-(5-chloro-2-ethoxycarbonylmethoxy-phenyl)-3,4-dihydro-1H-isoquinoline-2-carboxylic acid benzyl ester (144 mg, 0.30 mmol, 1.0 eq.) in isopropanol (1.5 mL), hydroxylamine (50% w/w aqueous solution, 1.5 mL) was added. The ice bath was removed and the reaction mixture was stirred at r.t. for 18 hours. The reaction mixture was concentrated to half and water (5 mL) was added. The resulting suspension was filtered, washed with water and dried under hv to give the desi... Starting materials: ClC1=CC(=C(C=O)C=C1)C (4-chloro-2-methylbenzaldehyde), C(C)(=O)O (acetic acid), [N+](=O)([O-])C (nitromethane). The solvent is O (water). Reaction conditions: temperature 140 celsius. Product: ClC1=CC(=C(C=C1)\C=C\[N+](=O)[O-])C (4-Chloro-2-methyl-1-((E)-2-nitro-vinyl)-benzene). Isolated yield 64.9%. RXN SMILES: [Cl:1][C:2]1[CH:9]=[CH:8][C:5]([CH:6]=O)=[C:4]([CH3:10])[CH:3]=1.C(O)(=O)C.[N+:15]([CH3:18])([O-:17])=[O:16]>O>[Cl:1][C:2]1[CH:9]=[CH:8][C:5](/[CH:6]=[CH:18]/[N+:15]([O-:17])=[O:16])=[C:4]([CH3:10])[CH:3]=1. Procedure: Under an atmosphere of nitrogen was added to a solution of 4-chloro-2-methylbenzaldehyde (10.0 g, 64.9 g) in acetic acid (70 mL) ammonium acetate (11.5 g, 149 mmol) and nitromethane (10.0 ml, 185 mmol). The solution was stirred at reflux (oil bath 140° C.) for 2 h. After cooling to ambient temperature water (70 mL) was added and extracted twice with ethyl acetate (70 mL). The organic layers were washed with water (70 mL) and brine (70 mL) and were dried over sodium sulfate. The filtrated was con... The reactants are N (NH3), C(C1=CC=CC=C1)OCC(C(=O)O)NC(C(CC(C)C)NC(=O)OCC1=CC=CC=C1)=O (3-benzyloxy-2-(2-benzyloxycarbonylamino-4-methyl-pentanoylamino)-propionic acid), CN1CCOCC1 (N-methylmorpholine), C(C(C)C)OC(=O)Cl (isobutylchloroformate), O1CCCC1 (tetrahydrofuran). Run in C(C)(=O)OCC (ethyl acetate). Reaction conditions: temperature -15 celsius, time 10 minute. Product: C(C1=CC=CC=C1)OC(NC(CC(C)C)C(NC(COCC1=CC=CC=C1)C(N)=O)=O)=O ([1-(2-Benzyloxy-1-carbamoyl-ethylcarbamoyl)-3-methyl-butyl]-carbamic acid benzyl ester). As a reaction SMILES: [CH2:1]([O:8][CH2:9][CH:10]([NH:14][C:15](=[O:32])[CH:16]([NH:21]C(OCC1C=CC=CC=1)=O)[CH2:17][CH:18]([CH3:20])[CH3:19])[C:11]([OH:13])=O)[C:2]1[CH:7]=[CH:6][CH:5]=[CH:4][CH:3]=1.C[N:34]1CCOCC1.[CH2:40]([O:44][C:45](Cl)=[O:46])[CH:41]([CH3:43])[CH3:42].N.O1C[CH2:52][CH2:51][CH2:50]1>C(OCC)(=O)C>[CH2:40]([O:44][C:45](=[O:46])[NH:21][CH:16]([C:15](=[O:32])[NH:14][CH:10]([C:11](=[O:13])[NH2:34])[CH2:9][O:8][CH2:1][C:2]1[CH:3]=[CH:4][CH:5]=[CH:6][CH:7]=1)[CH2:17][CH:18]([CH3:19])[CH3:20])[C:41]1[CH:43]=[CH:52][CH:51]=[CH:50][CH:42]=1. Procedure details: To a solution of 0.980 g of 3-benzyloxy-2-(2-benzyloxycarbonylamino-4-methyl-pentanoylamino)-propionic acid and 0.25 ml of N-methylmorpholine in 12 ml of tetrahydrofuran 0.3 ml of isobutylchloroformate is added dropwise at −15° C. The reaction mixture is stirred at −15° C. for 10 minutes, then 4 ml of aqueous NH3 (25%) is added dropwise over a time period of 5 minutes. The reaction mixture is stirred for additional 15 minutes and diluted with ethyl acetate. Ethyl acetate is washed once with satu...